Dataset: the Open Reaction Database (ORD), a public repository of structured organic reaction records. Task: describe an organic reaction: reactants, conditions, products, and yield Reactants: NC=1C=C2COC(=O)C2=CC1 (5-aminophthalide), Cl (HCl), N1C(CC2=CC=CC=C12)=O (oxindole), C[Si](N[Si](C)(C)C)(C)C.[Na] (sodium hexamethyldisilazane), C(=O)(O)[O-].[Na+] (NaHCO3). Run in CN(C)C=O (DMF), CN(C)C=O (DMF). Reaction conditions: time 10 minute. Yields the product NC=1C=C2COC(C2=CC1)=C1C(NC2=CC=CC=C12)=O (3-(5-Amino-3H-isobenzofuran-1-ylidene)-1,3-dihydro-indol-2-one). Isolated yield 34.7%. As a reaction SMILES: [NH:1]1[C:9]2[C:4](=[CH:5][CH:6]=[CH:7][CH:8]=2)[CH2:3][C:2]1=[O:10].C[Si](C)(C)N[Si](C)(C)C.[Na].[NH2:21][C:22]1[CH:23]=[C:24]2[C:29](=[CH:30][CH:31]=1)[C:27](=O)[O:26][CH2:25]2.Cl.C([O-])(O)=O.[Na+]>CN(C=O)C>[NH2:21][C:22]1[CH:23]=[C:24]2[C:29](=[CH:30][CH:31]=1)[C:27](=[C:3]1[C:4]3[C:9](=[CH:8][CH:7]=[CH:6][CH:5]=3)[NH:1][C:2]1=[O:10])[O:26][CH2:25]2 |f:1.2,5.6,^1:19|. Procedure details: To a solution containing oxindole (0.5 g, 3.76 mmol) in 7.5 mL DMF was added 7.51 mL of sodium hexamethyldisilazane (1.0 M in THF) over 3 min. After stirring 10 min at room temperature, a solution of 5-aminophthalide (0.672 g, 4.51 mmol) in 4.0 mL DMF was added over 3 min. The reaction was stirred for 30 min at room temperature and then poured into 4% aqueous HCl solution to give a yellow cloudy solution. After stirring the mixture 3 min, the solution was made basic by adding saturated NaHCO3. T... The reactants are ClC1=C(C(=C(C(C1=O)=O)Cl)Cl)Cl (Tetrachloro-1,2-benzoquinone), COC=1C=C2C=CCC(C2=CC1)C (6-methoxy-1-methyl-1,2-dihydronaphthalene), 24h. The solvent is C(C)OCC (diethyl ether). The product is COC=1C=C2C=CC=C(C2=CC1)C (6-Methoxy-1-methylnaphthalene). Isolated yield 52.8%. As a reaction SMILES: ClC1C(=O)C(=O)C(Cl)=C(Cl)C=1Cl.[CH3:13][O:14][C:15]1[CH:16]=[C:17]2[C:22](=[CH:23][CH:24]=1)[CH:21]([CH3:25])[CH2:20][CH:19]=[CH:18]2>C(OCC)C>[CH3:13][O:14][C:15]1[CH:16]=[C:17]2[C:22](=[CH:23][CH:24]=1)[C:21]([CH3:25])=[CH:20][CH:19]=[CH:18]2. Procedure: Tetrachloro-1,2-benzoquinone (3.6 g, 14.5 mmol) was added in one portion to a stirred solution of 6-methoxy-1-methyl-1,2-dihydronaphthalene (2.3 g, 13.2 mmol) in diethyl ether (20 ml). The reaction was concetrated down after 24h and purified by column chromatography using petroleum ether as eluent to gave the title compound as a white solid (1.2 g, 53%). 1H-NMR (250 MHz, CDCl3) 2.5 (s, 3H), 3.8 (s, 3H), 7.0-7.8 (m, 6H), 13C-NMR (250 MHz, CDCl3) 19.3, 55.2, 106.5, 118.1, 124.4, 125.2, 125.7, 126.... Starting materials: C(C)NCC (diethylamine), ClSSSCCCCCCSSSCl (1,6-bis(chlorotrisulphanyl)hexane). Run in ClCCCl (1,2-dichloroethane), ClCCCl (1,2-dichloroethane). Yields the product C(C)N(CC)SSSCCCCCCSSSN(CC)CC (1,6-bis(diethylaminotrisulphanyl)hexane). Reaction SMILES: [CH2:1]([NH:3][CH2:4][CH3:5])[CH3:2].Cl[S:7][S:8][S:9][CH2:10][CH2:11][CH2:12][CH2:13][CH2:14][CH2:15][S:16][S:17][S:18]Cl>ClCCCl>[CH2:1]([N:3]([S:7][S:8][S:9][CH2:10][CH2:11][CH2:12][CH2:13][CH2:14][CH2:15][S:16][S:17][S:18][N:3]([CH2:4][CH3:5])[CH2:1][CH3:2])[CH2:4][CH3:5])[CH3:2]. Procedure details: 20.0 ml (152 mmol) of diethylamine are used as initial charge in 1,2-dichloroethane in an inertized three-necked flask with dropping funnel, reflux condenser with hose coupling at its upper end, a tap with hose coupling and a Teflon stirrer bar, in a countercurrent of argon. 10.4 g (29.7 mmol) of 1,6-bis(chlorotrisulphanyl)hexane in 50 ml of 1,2-dichloroethane are then slowly added dropwise, with stirring. The reaction mixture is stirred at room temperature for 4 hours. The resultant salt is fil... Starting materials: ClCCCN1C2=C(CCC3=C1C=CC=C3)C=CC=C2 (5-(3-chloropropyl)-10,11-dihydro-5H-dibenz[b,f]azepine), O=C1NC2N(CCCC2)C12CCNCC2 (1,2,3,5,6,7,8,8a-octahydro-2-oxo-imidazo[1,2-a]pyridine-3-spiro-4'-piperidine), C([O-])([O-])=O.[K+].[K+] (potassium carbonate). Run in C(C)O (ethanol). Yields the product O.Cl.Cl.C1=CC=CC=2N(C3=C(CCC21)C=CC=C3)CCCN3CCC2(CC3)C(NC3N2CCCC3)=O (1'-[3-(10,11-dihydro-5H-dibenz[b,f]azepin-5-yl)propyl]-1,2,3,5,6,7,8,8a-octahydro-2-oxo-imidazo[1,2-a]pyridine-3-spiro-4'-piperidine dihydrochloride monohydrate). The yield is 70.0%. Reaction SMILES: [Cl:1][CH2:2][CH2:3][CH2:4][N:5]1[C:11]2[CH:12]=[CH:13][CH:14]=[CH:15][C:10]=2[CH2:9][CH2:8][C:7]2[CH:16]=[CH:17][CH:18]=[CH:19][C:6]1=2.[O:20]=[C:21]1[C:29]2([CH2:34][CH2:33][NH:32][CH2:31][CH2:30]2)[N:24]2[CH2:25][CH2:26][CH2:27][CH2:28][CH:23]2[NH:22]1.C(=O)([O-])[O-].[K+].[K+]>C(O)C>[OH2:20].[ClH:1].[ClH:1].[CH:16]1[C:7]2[CH2:8][CH2:9][C:10]3[CH:15]=[CH:14][CH:13]=[CH:12][C:11]=3[N:5]([CH2:4][CH2:3][CH2:2][N:32]3[CH2:31][CH2:30][C:29]4([N:24]5[CH2:25][CH2:26][CH2:27][CH2:28][CH:23]5[NH:22][C:21]4=[O:20])[CH2:34][CH2:33]3)[C:6]=2[CH:19]=[CH:18][CH:17]=1 |f:2.3.4,6.7.8.9|. Procedure: A mixture of 23 g of 5-(3-chloropropyl)-10,11-dihydro-5H-dibenz[b,f]azepine, 15 g of 1,2,3,5,6,7,8,8a-octahydro-2-oxo-imidazo[1,2-a]pyridine-3-spiro-4'-piperidine and 10 g of anhydrous potassium carbonate in 100 ml of ethanol is boiled under reflux for 48 hours. The ethanol is then distilled off under reduced pressure. The residue is added to 80 ml of toluene, and the insoluble matter is filtered off. The filtrate is washed with two 50 ml portions of water, and alcoholic hydrochloric acid is add... The product is CS(=O)(=O)O, CN(C)C1CCCCC1O. The reactants are CS(=O)(=O)OS(C)(=O)=O, CN(C)C1CCCCC1O, CC#N. Reaction SMILES: [CH3:11][S:12](=[O:13])(=[O:14])[O:15][S:16]([CH3:17])(=[O:18])=[O:19].[CH3:1][N:2]([CH:3]1[CH:4]([OH:9])[CH2:5][CH2:6][CH2:7][CH2:8]1)[CH3:10].[CH3:20][C:21]#[N:22]>>[CH3:11][S:12](=[O:13])(=[O:14])[OH:15].[CH3:1][N:2]([CH:3]1[CH:4]([OH:9])[CH2:5][CH2:6][CH2:7][CH2:8]1)[CH3:10]. The reactants are C, Cc1ccc(-c2ccc(OCc3ccccc3)cc2)n1CCCOc1ccc(Cc2ccccc2)cc1, CCO, C1CCOC1, [Pd]. The product is Cc1ccc(-c2ccc(O)cc2)n1CCCOc1ccc(Cc2ccccc2)cc1. As a reaction SMILES: [C:46].[CH2:1]([c:2]1[cH:3][cH:4][cH:5][cH:6][cH:7]1)[O:8][c:9]1[cH:10][cH:11][c:12](-[c:15]2[n:16]([CH2:21][CH2:22][CH2:23][O:24][c:25]3[cH:26][cH:27][c:28]([CH2:31][c:32]4[cH:33][cH:34][cH:35][cH:36][cH:37]4)[cH:29][cH:30]3)[c:17]([CH3:20])[cH:18][cH:19]2)[cH:13][cH:14]1.[CH3:38][CH2:39][OH:40].[O:41]1[CH2:42][CH2:43][CH2:44][CH2:45]1.[Pd:47]>>[OH:8][c:9]1[cH:10][cH:11][c:12](-[c:15]2[n:16]([CH2:21][CH2:22][CH2:23][O:24][c:25]3[cH:26][cH:27][c:28]([CH2:31][c:32]4[cH:33][cH:34][cH:35][cH:36][cH:37]4)[cH:29][cH:30]3)[c:17]([CH3:20])[cH:18][cH:19]2)[cH:13][cH:14]1. Reactants: CC(C)(C)O, CC1(C)CCC(C)(C)c2cc(C#Cc3ccc(C#N)cc3)ccc21, [Cl-], [K+], [Na+], [OH-]. Yields the product CC1(C)CCC(C)(C)c2cc(C#Cc3ccc(C(N)=O)cc3)ccc21. As a reaction SMILES: [C:29]([OH:30])([CH3:31])([CH3:32])[CH3:33].[CH3:1][C:2]1([CH3:24])[c:3]2[cH:4][cH:5][c:6]([C:14]#[C:15][c:16]3[cH:17][cH:18][c:19]([C:20]#[N:21])[cH:22][cH:23]3)[cH:7][c:8]2[C:9]([CH3:12])([CH3:13])[CH2:10][CH2:11]1.[Cl-:28].[K+:26].[Na+:27].[OH-:25]>>[CH3:1][C:2]1([CH3:24])[c:3]2[cH:4][cH:5][c:6]([C:14]#[C:15][c:16]3[cH:17][cH:18][c:19]([C:20]([NH2:21])=[O:25])[cH:22][cH:23]3)[cH:7][c:8]2[C:9]([CH3:12])([CH3:13])[CH2:10][CH2:11]1. The reactants are [Si](C)(C)(C(C)(C)C)O[C@@H]1C=C2C=C[C@@H]([C@@H]([C@H]2[C@H](C1)O)CC[C@@H]1C[C@H](CC(O1)=O)O[Si](C)(C)C(C)(C)C)C ((4R,6R)-6-{2-[(1S,2S,6S,8S,8aR)-1,2,6,7,8,8a-Hexahydro-6-t-butyldimethylsilyloxy-8-hydroxy-2-methyl-1-naphthyl]ethyl}tetrahydro-4-t-butyldimethylsilyloxy-2H-pyran-2-one), C(C=C)C(C(=O)O)CC=C (2-allyl-4-pentenoic acid). Product: [Si](C)(C)(C(C)(C)C)O[C@@H]1C=C2C=C[C@@H]([C@@H]([C@H]2[C@H](C1)OC(C(CC=C)CC=C)=O)CC[C@@H]1C[C@H](CC(O1)=O)O[Si](C)(C)C(C)(C)C)C ((4R,6R)-6-{2-[(1S,2S,6S,8S,8aR)-1,2,6,7,8,8a-Hexahydro-6-t-butyldimethylsilyloxy-8-(2-allyl-4-pentenoyloxy)-2-methyl-1-naphthyl]ethyl}tetrahydro-4-t-butyldimethylsilyloxy-2H-pyran-2-one). The yield is 75.8%. As a reaction SMILES: [Si:1]([O:8][C@H:9]1[CH2:18][C@H:17]([OH:19])[C@H:16]2[C:11]([CH:12]=[CH:13][C@H:14]([CH3:37])[C@@H:15]2[CH2:20][CH2:21][C@H:22]2[O:27][C:26](=[O:28])[CH2:25][C@H:24]([O:29][Si:30]([C:33]([CH3:36])([CH3:35])[CH3:34])([CH3:32])[CH3:31])[CH2:23]2)=[CH:10]1)([C:4]([CH3:7])([CH3:6])[CH3:5])([CH3:3])[CH3:2].[CH2:38]([CH:41]([CH2:45][CH:46]=[CH2:47])[C:42](O)=[O:43])[CH:39]=[CH2:40]>>[Si:1]([O:8][C@H:9]1[CH2:18][C@H:17]([O:19][C:42](=[O:43])[CH:41]([CH2:45][CH:46]=[CH2:47])[CH2:38][CH:39]=[CH2:40])[C@H:16]2[C:11]([CH:12]=[CH:13][C@H:14]([CH3:37])[C@@H:15]2[CH2:20][CH2:21][C@H:22]2[O:27][C:26](=[O:28])[CH2:25][C@H:24]([O:29][Si:30]([C:33]([CH3:36])([CH3:35])[CH3:34])([CH3:31])[CH3:32])[CH2:23]2)=[CH:10]1)([C:4]([CH3:5])([CH3:6])[CH3:7])([CH3:3])[CH3:2]. Reported procedure: A procedure similar to that described in Example 3, above, was followed, but using 1.10 g (2.0 mmol) of (4R,6R)-6-{2-[(1S,2S,6S,8S,8aR)-1,2,6,7,8,8a-hexahydro-6-t-butyldimethylsilyloxy-8-hydroxy-2-methyl-1-naphthyl]ethyl}tetrahydro-4-t-butyldimethylsilyloxy-2H-pyran-2-one [prepared as described in Example B, above] and 560 mg (4.0 mmol) of 2-allyl-4-pentenoic acid, to provide 1.02 g of the title compound.